Dataset: the Open Reaction Database (ORD), a public repository of structured organic reaction records. Task: describe an organic reaction: reactants, conditions, products, and yield Starting materials: [BH4-].[Na+] (NaBH4), resultant mixture, N1=C(C=CC2=CC=CC=C12)COC=1C=C(C=NC2=CC3=C(NC(CS3)=O)C=C2)C=CC1 (7-[3- (2-Quinolinylmethoxy)benzylidenamino]-3,4-dihydro-2H-1,4-benzothiazin-3-one), CN(C)C=O (DMF). Solvent: CO (MeOH). Product: N1=C(C=CC2=CC=CC=C12)COC=1C=C(CNC2=CC3=C(NC(CS3)=O)C=C2)C=CC1 (7-[3-(2-quinolinylmethoxy)benzylamino]-3,4-dihydro-2H-1,4-benzothiazin-3-one), powder. Isolated yield 79.8%. Reaction SMILES: [N:1]1[C:10]2[C:5](=[CH:6][CH:7]=[CH:8][CH:9]=2)[CH:4]=[CH:3][C:2]=1[CH2:11][O:12][C:13]1[CH:14]=[C:15]([CH:29]=[CH:30][CH:31]=1)[CH:16]=[N:17][C:18]1[CH:28]=[CH:27][C:21]2[NH:22][C:23](=[O:26])[CH2:24][S:25][C:20]=2[CH:19]=1.CN(C=O)C.[BH4-].[Na+]>CO>[N:1]1[C:10]2[C:5](=[CH:6][CH:7]=[CH:8][CH:9]=2)[CH:4]=[CH:3][C:2]=1[CH2:11][O:12][C:13]1[CH:14]=[C:15]([CH:29]=[CH:30][CH:31]=1)[CH2:16][NH:17][C:18]1[CH:28]=[CH:27][C:21]2[NH:22][C:23](=[O:26])[CH2:24][S:25][C:20]=2[CH:19]=1 |f:2.3|. Procedure details: 7-[3- (2-Quinolinylmethoxy)benzylidenamino]-3,4-dihydro-2H-1,4-benzothiazin-3-one (6.383 g, 15 mmol) obtained in Example 91 was dissolved in a mixed solvent consisting of 200 ml of DMF and 50 me of MeOH, followed by the addition of 2.26 g (60 mmol) of NaBH4 in small portions. After the resultant mixture was stirred for 30 minutes at room temperature, the solvent was distilled off under reduced pressure. Water was added to the residue, followed by extraction with CHCl3. The extract was washed wit... Starting materials: C1CCOC1, COC(=O)COc1ccc(OCC#Cc2cc(C#CCN3CCOCC3)cc(C#Cc3ccc(Cl)cc3)c2)cc1C, CO, Cl, [Li+], [OH-], O. The product is Cc1cc(OCC#Cc2cc(C#CCN3CCOCC3)cc(C#Cc3ccc(Cl)cc3)c2)ccc1OCC(=O)O. As a reaction SMILES: [CH2:46]1[O:47][CH2:48][CH2:49][CH2:50]1.[CH3:1][O:2][C:3]([CH2:4][O:5][c:6]1[c:7]([CH3:40])[cH:8][c:9]([O:12][CH2:13][C:14]#[C:15][c:16]2[cH:17][c:18]([C:31]#[C:32][c:33]3[cH:34][cH:35][c:36]([Cl:39])[cH:37][cH:38]3)[cH:19][c:20]([C:22]#[C:23][CH2:24][N:25]3[CH2:26][CH2:27][O:28][CH2:29][CH2:30]3)[cH:21]2)[cH:10][cH:11]1)=[O:41].[CH3:51][OH:52].[ClH:45].[Li+:43].[OH-:42].[OH2:44]>>[O:2]=[C:3]([CH2:4][O:5][c:6]1[c:7]([CH3:40])[cH:8][c:9]([O:12][CH2:13][C:14]#[C:15][c:16]2[cH:17][c:18]([C:31]#[C:32][c:33]3[cH:34][cH:35][c:36]([Cl:39])[cH:37][cH:38]3)[cH:19][c:20]([C:22]#[C:23][CH2:24][N:25]3[CH2:26][CH2:27][O:28][CH2:29][CH2:30]3)[cH:21]2)[cH:10][cH:11]1)[OH:41]. The reactants are S(=O)(=O)(C1=CC=C(C)C=C1)N1C=CC=2C1=NC=C(N2)CN ((5-tosyl-5H-pyrrolo[2,3-b]pyrazin-2-yl)methanamine), C1(=CC=CC=C1)C(=N)C1=CC=CC=C1 (diphenylmethanimine). The solvent is C(Cl)Cl (DCM). Conditions: time 2 day. The product is C1(=CC=CC=C1)C(=NCC=1N=C2C(=NC1)N(C=C2)S(=O)(=O)C2=CC=C(C)C=C2)C2=CC=CC=C2 (N-(diphenylmethylene)-1-(5-tosyl-5H-pyrrolo[2,3-b]pyrazin-2-yl)methanamine). Yield: 89.2%. As a reaction SMILES: [S:1]([N:11]1[C:15]2=[N:16][CH:17]=[C:18]([CH2:20][NH2:21])[N:19]=[C:14]2[CH:13]=[CH:12]1)([C:4]1[CH:10]=[CH:9][C:7]([CH3:8])=[CH:6][CH:5]=1)(=[O:3])=[O:2].[C:22]1([C:28]([C:30]2[CH:35]=[CH:34][CH:33]=[CH:32][CH:31]=2)=N)[CH:27]=[CH:26][CH:25]=[CH:24][CH:23]=1>C(Cl)Cl>[C:22]1([C:28]([C:30]2[CH:31]=[CH:32][CH:33]=[CH:34][CH:35]=2)=[N:21][CH2:20][C:18]2[N:19]=[C:14]3[CH:13]=[CH:12][N:11]([S:1]([C:4]4[CH:5]=[CH:6][C:7]([CH3:8])=[CH:9][CH:10]=4)(=[O:2])=[O:3])[C:15]3=[N:16][CH:17]=2)[CH:27]=[CH:26][CH:25]=[CH:24][CH:23]=1. Procedure: To a solution of (5-tosyl-5H-pyrrolo[2,3-b]pyrazin-2-yl)methanamine (2.00 g, 6.61 mmol, Example #5 Step C) in DCM (30 mL) was added diphenylmethanimine (1.16 mL, 6.61 mmol). After about 2 d, the reaction mixture was concd in vacuo to provide N-(diphenylmethylene)-1-(5-tosyl-5H-pyrrolo[2,3-b]pyrazin-2-yl)methanamine (2.75 g, 89%) as a foam and used without further purification. LC/MS (Table 1, Method a) Rt=3.02 min; MS m/z: 467 (M+H)+. Starting materials: ClCCl (dichloromethane), C(C1=CC=CC=C1)=O (benzaldehyde), COC=CC(=C)O[Si](C)(C)C (1-methoxy-3-trimethylsilyloxy-1,3-butadiene). The reagents and catalysts are catalyst, FC(C(=O)O)(F)F (trifluoroacetic acid), N1=CC=CC=C1 (pyridine). The solvent is O (water). Run at time 24 hour. Yields the product C1(=CC=CC=C1)C1OC=CC(C1)=O (2-phenyl-2,3-dihydro-4H-pyran-4-one). Yield: 92.4%. Reaction SMILES: ClCCl.[CH:4](=[O:11])[C:5]1[CH:10]=[CH:9][CH:8]=[CH:7][CH:6]=1.CO[CH:14]=[CH:15][C:16]([O:18][Si](C)(C)C)=[CH2:17]>FC(F)(F)C(O)=O.N1C=CC=CC=1.O>[C:5]1([CH:4]2[CH2:17][C:16](=[O:18])[CH:15]=[CH:14][O:11]2)[CH:10]=[CH:9][CH:8]=[CH:7][CH:6]=1. Procedure details: To a round flask of 5 ml having a magnet stirrer put therein, 19.1 mg (0.01 mmol) of the catalyst (tetrahydrate) obtained in Example 8 and 1 ml of dichloromethane were added for dissolution, then benzaldehyde (10 μl, 0.1 mmol) and 1-methoxy-3-trimethylsilyloxy-1,3-butadiene (purity: 90%, 30.0 μl, 0.150 mmol) were added thereto, and the reaction was carried out at room temperature for 24 hours. After the reaction had been completed, two drops of trifluoroacetic acid was added by a microsyringe, t... Starting materials: C(C=C)Br (allyl bromide), C(C)OC1OC2=C(O1)C=CC=C2O (2-Ethoxy-1,3-benzodioxol-4-ol), [H-].[Na+] (sodium hydride), O (water). The solvent is CN(C)C=O (DMF), CN(C)C=O (DMF). Reaction conditions: time 15 minute. Yields the product C(C=C)OC1=CC=CC=2OC(OC21)OCC (4-Allyloxy-2-ethoxy-1,3-benzodioxolane), compound. The yield is 68.0%. As a reaction SMILES: [CH2:1]([O:3][CH:4]1[O:8][C:7]2[CH:9]=[CH:10][CH:11]=[C:12]([OH:13])[C:6]=2[O:5]1)[CH3:2].[H-].[Na+].[CH2:16](Br)[CH:17]=[CH2:18].O>CN(C=O)C>[CH2:18]([O:13][C:12]1[C:6]2[O:5][CH:4]([O:3][CH2:1][CH3:2])[O:8][C:7]=2[CH:9]=[CH:10][CH:11]=1)[CH:17]=[CH2:16] |f:1.2|. Procedure details: A solution of 37 (4.0 g, 22.0 mmol) in DMF (7 mL) was added dropwise over 5 min to a suspension of sodium hydride (1.32 g, 33.0 mmol 60% dispersion in oil) in DMF (15 mL) at 0° C. The reaction mixture was stirred at this temperature for 15 min, then allyl bromide (2.93 g, 2.09 mL, 24.2 mmol) was added and the reaction mixture was allowed to warm to rt over 16 h. The reaction mixture was then cooled to 0° C., water was added dropwise, then the reaction mixture was extracted with t-BuOMe (3×). The... Starting materials: ClC=1C=C(C=CC1Cl)C1(CCCCC1)C(=O)NC1CC1 (1-(3,4-dichlorophenyl)-N-cyclopropylcyclohexane carboxamide), Cl (HCl). Yields the product Cl.ClC=1C=C(C=CC1Cl)C1(CCCCC1)CNC1CC1 (N-((1-(3,4-dichlorophenyl)cyclohexyl)-methyl)cyclopropanamine hydrochloride). RXN SMILES: [Cl:1][C:2]1[CH:3]=[C:4]([C:9]2([C:15]([NH:17][CH:18]3[CH2:20][CH2:19]3)=O)[CH2:14][CH2:13][CH2:12][CH2:11][CH2:10]2)[CH:5]=[CH:6][C:7]=1[Cl:8].Cl>>[ClH:1].[Cl:1][C:2]1[CH:3]=[C:4]([C:9]2([CH2:15][NH:17][CH:18]3[CH2:20][CH2:19]3)[CH2:10][CH2:11][CH2:12][CH2:13][CH2:14]2)[CH:5]=[CH:6][C:7]=1[Cl:8] |f:2.3|. Procedure details: The title compound was synthesized from 1-(3,4-dichlorophenyl)-N-cyclopropylcyclohexane carboxamide (108 mg, 0.35 mmol) using General Procedure E followed by HCl formation. The crude HCl salt was recrystallized from 3:1 EtOAc:CH3CN (4 mL) and 1:1 EtOAc:CH3CN (3 mL) to give pure N-((1-(3,4-dichlorophenyl)cyclohexyl)-methyl)cyclopropanamine hydrochloride as white crystals. HPLC Rt=9.02 min; 1H NMR (400 mHz, MeOH-d4) 7.57-7.52 (m, 2H), 7.35 (dd, J=1.83, 8.43 Hz, 1H), 3.29 (s, 2H), 2.56-2.54 (m, 1H)...